This data is from the Open Reaction Database (ORD), a public repository of structured organic reaction records. The task is: describe an organic reaction: reactants, conditions, products, and yield The reactants are COC(=O)C1CCC(NC(=O)OC(C)(C)C)C(NC(=O)c2nc3c(s2)CN(C)CC3)C1, Cl, O=C(O)c1cc2cc(F)ccc2[nH]1, C1COCCO1. Product: COC(=O)C1CCC(NC(=O)c2cc3cc(F)ccc3[nH]2)C(NC(=O)c2nc3c(s2)CN(C)CC3)C1, Cl. Reaction SMILES: [C:1]([O:2][C:6](=[O:7])[NH:8][CH:9]1[CH:10]([NH:19][C:20](=[O:21])[c:22]2[s:23][c:24]3[c:29]([n:30]2)[CH2:28][CH2:27][N:26]([CH3:31])[CH2:25]3)[CH2:11][CH:12]([C:15](=[O:16])[O:17][CH3:18])[CH2:13][CH2:14]1)([CH3:3])([CH3:4])[CH3:5].[ClH:32].[F:33][c:34]1[cH:35][c:36]2[cH:37][c:38]([C:43]([OH:44])=[O:45])[nH:39][c:40]2[cH:41][cH:42]1.[O:46]1[CH2:47][CH2:48][O:49][CH2:50][CH2:51]1>>[C:6](=[O:7])([NH:8][CH:9]1[CH:10]([NH:19][C:20](=[O:21])[c:22]2[s:23][c:24]3[c:29]([n:30]2)[CH2:28][CH2:27][N:26]([CH3:31])[CH2:25]3)[CH2:11][CH:12]([C:15](=[O:16])[O:17][CH3:18])[CH2:13][CH2:14]1)[c:38]1[cH:37][c:36]2[cH:35][c:34]([F:33])[cH:42][cH:41][c:40]2[nH:39]1.[ClH:32]. Starting materials: NC1=NC(=CC(=N1)N1CCC2(C[C@H](NC2)C(=O)O)CC1)O[C@@H](C(F)(F)F)C1=C(C=C(C=C1)C1=CC=C(C=C1)OC(C)C)C1=CC=CC=C1 ((S)-8-(2-amino-6-((R)-2,2,2-trifluoro-1-(4-isopropoxy-[1,1′:3′,1″-terphenyl]-4′-yl)ethoxy)pyrimidin-4-yl)-2,8-diazaspiro[4.5]decane-3-carboxylic acid), C(C)(C)OC1=CC=C(C=C1)B(O)O (4-isopropoxyphenyl boronic acid), FC=1C=C(C=CC1OCCC)B(O)O ((3-fluoro-4-propoxyphenyl)boronic acid). Product: NC1=NC(=CC(=N1)N1CCC2(C[C@H](NC2)C(=O)O)CC1)O[C@@H](C(F)(F)F)C1=C(C=C(C=C1)C1=CC(=C(C=C1)OCCC)F)C1=CC=CC=C1 ((S)-8-(2-amino-6-((R)-2,2,2-trifluoro-1-(3-fluoro-4-propoxy-[1,1′:3′,1″-terphenyl]-4′-yl)ethoxy)pyrimidin-4-yl)-2,8-diazaspiro[4.5]decane-3-carboxylic acid). As a reaction SMILES: [NH2:1][C:2]1[N:7]=[C:6]([N:8]2[CH2:20][CH2:19][C:11]3([CH2:15][NH:14][C@H:13]([C:16]([OH:18])=[O:17])[CH2:12]3)[CH2:10][CH2:9]2)[CH:5]=[C:4]([O:21][C@H:22]([C:27]2[CH:32]=[CH:31][C:30](C3C=CC(OC(C)C)=CC=3)=[CH:29][C:28]=2[C:43]2[CH:48]=[CH:47][CH:46]=[CH:45][CH:44]=2)[C:23]([F:26])([F:25])[F:24])[N:3]=1.C(OC1C=CC(B(O)O)=CC=1)(C)C.[F:62][C:63]1[CH:64]=[C:65](B(O)O)[CH:66]=[CH:67][C:68]=1[O:69][CH2:70][CH2:71][CH3:72]>>[NH2:1][C:2]1[N:7]=[C:6]([N:8]2[CH2:20][CH2:19][C:11]3([CH2:15][NH:14][C@H:13]([C:16]([OH:18])=[O:17])[CH2:12]3)[CH2:10][CH2:9]2)[CH:5]=[C:4]([O:21][C@H:22]([C:27]2[CH:32]=[CH:31][C:30]([C:65]3[CH:66]=[CH:67][C:68]([O:69][CH2:70][CH2:71][CH3:72])=[C:63]([F:62])[CH:64]=3)=[CH:29][C:28]=2[C:43]2[CH:48]=[CH:47][CH:46]=[CH:45][CH:44]=2)[C:23]([F:24])([F:26])[F:25])[N:3]=1. Reported procedure: The title compound was prepared as described above for (S)-8-(2-amino-6-((R)-2,2,2-trifluoro-1-(4-isopropoxy-[1,1′:3′,1″-terphenyl]-4′-yl)ethoxy)pyrimidin-4-yl)-2,8-diazaspiro[4.5]decane-3-carboxylic acid (Example 54b) by replacing the 4-isopropoxyphenyl boronic acid in Step 2 with (3-fluoro-4-propoxyphenyl)boronic acid (CAS#192376-68-4). Reactants: CC(C)(C)OC(=O)NCCCC(NC(=O)OCC1c2ccccc2-c2ccccc21)C(=O)O, COC(=O)c1ccc(C(=O)OC)c(N)c1, O, O=P(Cl)(Cl)Cl, c1ccncc1. Product: COC(=O)c1ccc(C(=O)OC)c(NC(=O)C(CCCNC(=O)OC(C)(C)C)NC(=O)OCC2c3ccccc3-c3ccccc32)c1. RXN SMILES: [C:16]([CH3:17])([CH3:18])([CH3:19])[O:20][C:21](=[O:22])[NH:23][CH2:24][CH2:25][CH2:26][CH:27]([C:28](=[O:29])[OH:30])[NH:31][C:32](=[O:33])[O:34][CH2:35][CH:36]1[c:37]2[cH:38][cH:39][cH:40][cH:41][c:42]2-[c:43]2[cH:44][cH:45][cH:46][cH:47][c:48]21.[CH3:1][O:2][C:3]([c:4]1[c:5]([NH2:14])[cH:6][c:7]([C:8](=[O:9])[O:10][CH3:11])[cH:12][cH:13]1)=[O:15].[OH2:60].[P:49]([Cl:50])([Cl:51])([Cl:52])=[O:53].[cH:54]1[cH:55][cH:56][n:57][cH:58][cH:59]1>>[CH3:1][O:2][C:3]([c:4]1[c:5]([NH:14][C:28]([CH:27]([CH2:26][CH2:25][CH2:24][NH:23][C:21]([O:20][C:16]([CH3:17])([CH3:18])[CH3:19])=[O:22])[NH:31][C:32](=[O:33])[O:34][CH2:35][CH:36]2[c:37]3[cH:38][cH:39][cH:40][cH:41][c:42]3-[c:43]3[cH:44][cH:45][cH:46][cH:47][c:48]32)=[O:29])[cH:6][c:7]([C:8](=[O:9])[O:10][CH3:11])[cH:12][cH:13]1)=[O:15]. Reactants: [BH3-]C#N, CCOC(=O)N1CCC(=O)C(CC)C1, CO, CC(=O)[O-], [NH4+], [Na+]. Product: CCOC(=O)N1CCC(N)C(CC)C1. Reaction SMILES: [C:20](#[N:21])[BH3-:22].[C:6](=[O:7])([O:8][CH2:9][CH3:10])[N:11]1[CH2:12][CH:13]([CH2:18][CH3:19])[C:14](=[O:17])[CH2:15][CH2:16]1.[CH3:24][OH:25].[CH3:2][C:3](=[O:4])[O-:5].[NH4+:1].[Na+:23]>>[C:6](=[O:7])([O:8][CH2:9][CH3:10])[N:11]1[CH2:12][CH:13]([CH2:18][CH3:19])[CH:14]([NH2:21])[CH2:15][CH2:16]1.